This data is from the Open Reaction Database (ORD), a public repository of structured organic reaction records. The task is: describe an organic reaction: reactants, conditions, products, and yield Reactants: C(C1=CC=CC=C1)OC(=O)N[C@@H](C(C)C)C(=O)OCC(CO)(CC)CC (2-(N-benzyloxycarbonyl-L-valyloxymethyl)-2-ethyl-butan-1-ol), chromic anhydride, C(C)(=O)O (acetic acid), [Cl-].[Na+] (sodium chloride). Solvent: CC(=O)C (acetone). Reaction conditions: time 24 hour. Product: C(C1=CC=CC=C1)OC(=O)N[C@@H](C(C)C)C(=O)OCC(C(=O)O)(CC)CC (2-(N-benzyloxycarbonyl-L-valyloxymethyl)-2-ethyl-butyric acid). As a reaction SMILES: [CH2:1]([O:8][C:9]([NH:11][C@H:12]([C:16]([O:18][CH2:19][C:20]([CH2:25][CH3:26])([CH2:23][CH3:24])[CH2:21][OH:22])=[O:17])[CH:13]([CH3:15])[CH3:14])=[O:10])[C:2]1[CH:7]=[CH:6][CH:5]=[CH:4][CH:3]=1.[Cl-].[Na+].C(O)(=[O:31])C>CC(C)=O>[CH2:1]([O:8][C:9]([NH:11][C@H:12]([C:16]([O:18][CH2:19][C:20]([CH2:25][CH3:26])([CH2:23][CH3:24])[C:21]([OH:31])=[O:22])=[O:17])[CH:13]([CH3:15])[CH3:14])=[O:10])[C:2]1[CH:3]=[CH:4][CH:5]=[CH:6][CH:7]=1 |f:1.2|. Reported procedure: To a cooled mixture of chromic anhydride (8.5 g, 85,2 mmole) in 100 ml acetic acid was added dropwise a solution of 2-(N-benzyloxycarbonyl-L-valyloxymethyl)-2-ethyl-butan-1-ol (10.4 g, 28.4 mmole) in 50 ml acetone and the mixture was stirred 24 hours at room temperature. The mixture was added to 1000 ml 10% sodium chloride solution and extracted four times with ethyl acetate. The organic phase was washed twice with brine, dried with sodium sulfate and evaporated under reduced pressure. The produ... The reactants are C(C)N1N=C(C(=C(C1=O)Cl)NCC1=CC(=C(C=C1)OC)OCCC)[N+](=O)[O-] (2-ethyl-4-chloro-5-(3-n-propoxy-4-methoxybenzylamino)-6-nitro-3(2H)pyridazinone), [O-]CC.[Na+] (sodium ethoxide), ice water. The solvent is C(C)O (ethanol). Conditions: time 10 minute. Yields the product C(C)N1N=C(C(=C(C1=O)Cl)NCC1=CC(=C(C=C1)OC)OCCC)OCC (2-ethyl-4-chloro-5-(3-n-propoxy-4-methoxybenzylamino)-6-ethoxy-3(2H)pyridazinone). Reaction SMILES: [CH2:1]([N:3]1[C:8](=[O:9])[C:7]([Cl:10])=[C:6]([NH:11][CH2:12][C:13]2[CH:18]=[CH:17][C:16]([O:19][CH3:20])=[C:15]([O:21][CH2:22][CH2:23][CH3:24])[CH:14]=2)[C:5]([N+]([O-])=O)=[N:4]1)[CH3:2].[O-:28][CH2:29][CH3:30].[Na+]>C(O)C>[CH2:1]([N:3]1[C:8](=[O:9])[C:7]([Cl:10])=[C:6]([NH:11][CH2:12][C:13]2[CH:18]=[CH:17][C:16]([O:19][CH3:20])=[C:15]([O:21][CH2:22][CH2:23][CH3:24])[CH:14]=2)[C:5]([O:28][CH2:29][CH3:30])=[N:4]1)[CH3:2] |f:1.2|. Procedure: 300 mg of 2-ethyl-4-chloro-5-(3-n-propoxy-4-methoxybenzylamino)-6-nitro-3(2H)pyridazinone (Compound No. 24) prepared in Example 4, was dissolved in 6 ml of dried ethanol, and 160 mg of sodium ethoxide was added thereto. The mixture was gently refluxed under stirring for 10 minutes. After cooling, ice water was poured into the reaction solution, and then most ethanol was distilled off under reduced pressure. The residue was extracted with ethyl acetate. The extract was washed with 1N hydrochloric... Starting materials: C(C(C)C)NCC(=O)N1CCOCC1 (2-Isobutylamino-1 -morpholin-4-yl-ethanone), BrCC(=O)Br (bromoacetyl bromide). Solvent: C1CCOC1 (THF), C1CCOC1 (THF). Run at time 2 hour. The product is BrCC(=O)N(CC(=O)N1CCOCC1)CC(C)C (2-bromo-N-isobutyl-N-(2-morpholin-4-yl-2-oxo-ethyl)-acetamide). Isolated yield 59.8%. As a reaction SMILES: [CH2:1]([NH:5][CH2:6][C:7]([N:9]1[CH2:14][CH2:13][O:12][CH2:11][CH2:10]1)=[O:8])[CH:2]([CH3:4])[CH3:3].[Br:15][CH2:16][C:17](Br)=[O:18]>C1COCC1>[Br:15][CH2:16][C:17]([N:5]([CH2:1][CH:2]([CH3:4])[CH3:3])[CH2:6][C:7]([N:9]1[CH2:14][CH2:13][O:12][CH2:11][CH2:10]1)=[O:8])=[O:18]. Procedure details: 2-Isobutylamino-1 -morpholin-4-yl-ethanone (1.43 g, 7.13 mmol) was dissolved in 15 mL of THF. To this solution at −78° C. was added a solution of bromoacetyl bromide (1.24 mL, 14.3 mmol) in 15 mL of THF. The mixture was warmed to room temperature and stirred for 2 h. Solvent was removed in vacuo. The residue was dissolved in 30 mL of methylene chloride, washed with saturated sodium bicarbonate, and brine, then dried over sodium sulfate. The solvent was removed in vacuo and the residue was purifi... The reactants are [OH-].[Li+] (lithium hydroxide), CN1C(=CC=C1)C(C(=O)OC)C1=CC=C(C=C1)[N+](=O)[O-] (Methyl 2-(1-methylpyrrol-2-yl)-2-(4-nitrophenyl)acetate), HCl ice. Run in CO.C1CCOC1 (MeOH THF). Reaction conditions: time 2 hour. Yields the product CN1C(=CC=C1)CC1=CC=C(C=C1)[N+](=O)[O-] (4-(1-methylpyrrol-2-yl-methyl)nitrobenzene). Yield: 83.6%. As a reaction SMILES: [CH3:1][N:2]1[CH:6]=[CH:5][CH:4]=[C:3]1[CH:7]([C:12]1[CH:17]=[CH:16][C:15]([N+:18]([O-:20])=[O:19])=[CH:14][CH:13]=1)C(OC)=O.[OH-].[Li+]>CO.C1COCC1>[CH3:1][N:2]1[CH:6]=[CH:5][CH:4]=[C:3]1[CH2:7][C:12]1[CH:17]=[CH:16][C:15]([N+:18]([O-:20])=[O:19])=[CH:14][CH:13]=1 |f:1.2,3.4|. Procedure: Methyl 2-(1-methylpyrrol-2-yl)-2-(4-nitrophenyl)acetate (3.8 g, 14.0 mmol) [prepared as in Example 7, Step (a)] was dissolved in a 1:1 mixture of MeOH-THF (100 ml) and cooled in an ice bath under argon. A solution of 0.4 M lithium hydroxide (69 ml) was added and the reaction mixture was stirred at room temperature. After 2 h, the reaction mixture was poured into 1 M HCl/ice and extracted with ethyl acetate. The organic layer was washed with water, dried over sodium sulfate and concentrated under... The reactants are [OH-].[Na+] (sodium hydroxide), Cl(=O)(=O)(=O)[O-].[Li+] (Lithium perchlorate), ClC1=NC=CC(=C1)[C@H](C)N ((S)-1-(2-chloropyridin-4-yl)ethylamine), CCOCC (ether), CC1(C)CO1 (Isobutylene oxide). Reaction conditions: temperature 0 celsius, time 5 minute. Product: ClC1=NC=CC(=C1)[C@H](C)N1C(C(OC(C1)(C)C)=O)=O (4-[(S)-1-(2-chloropyridin-4-yl)ethyl]-6,6-dimethylmorpholine-2,3-dione). As a reaction SMILES: Cl([O-])(=O)(=O)=[O:2].[Li+].[Cl:7][C:8]1[CH:13]=[C:12]([C@@H:14]([NH2:16])[CH3:15])[CH:11]=[CH:10][N:9]=1.[CH3:17][C:18]1(O[CH2:20]1)[CH3:19].[OH-:22].[Na+].CC[O:26][CH2:27][CH3:28]>>[Cl:7][C:8]1[CH:13]=[C:12]([C@@H:14]([N:16]2[CH2:20][C:18]([CH3:17])([CH3:19])[O:22][C:27](=[O:26])[C:28]2=[O:2])[CH3:15])[CH:11]=[CH:10][N:9]=1 |f:0.1,4.5|. Procedure details: Lithium perchlorate (10.2 g) was added to a solution of (S)-1-(2-chloropyridin-4-yl)ethylamine obtained in Example 51 (1 g) in an ether (18.5 mL), and the reaction solution was stirred for five minutes. Isobutylene oxide (1.7 mL) was added to the reaction solution, which was then stirred overnight. A 5 N sodium hydroxide solution was added to the reaction solution at 0° C., followed by extraction with chloroform. The organic layer was dried over magnesium sulfate, and the solvent was evaporated ... Starting materials: ClC=1C=C2C(=CC1)NCC21CN(CC1)C(=O)OC(C)(C)C (t-butyl 5-chlorospiro[indoline-3,3′-pyrrolidine]-1′-carboxylate), Cl.NC=1SC(=CN1)F (2-amino-5-fluorothiazole hydrochloride), ClC(=O)OC (methyl chloroformate). Yields the product ClC=1C=C2C(=CC1)N(CC21CN(CC1)C(=O)OC)C(NC=1SC(=CN1)F)=O (methyl 5-chloro-1-((5-fluorothiazol-2-yl)carbamoyl)spiro[indoline-3,3′-pyrrolidine]-1′-carboxylate). Reaction SMILES: [Cl:1][C:2]1[CH:3]=[C:4]2[C:10]3([CH2:14][CH2:13][N:12]([C:15]([O:17][C:18](C)(C)C)=[O:16])[CH2:11]3)[CH2:9][NH:8][C:5]2=[CH:6][CH:7]=1.Cl.[NH2:23][C:24]1[S:25][C:26]([F:29])=[CH:27][N:28]=1.Cl[C:31](OC)=[O:32]>>[Cl:1][C:2]1[CH:3]=[C:4]2[C:10]3([CH2:14][CH2:13][N:12]([C:15]([O:17][CH3:18])=[O:16])[CH2:11]3)[CH2:9][N:8]([C:31](=[O:32])[NH:23][C:24]3[S:25][C:26]([F:29])=[CH:27][N:28]=3)[C:5]2=[CH:6][CH:7]=1 |f:1.2|. Reported procedure: The captioned compound was obtained in the form of a white solid by performing the same reactions and/or treatments as those in Examples 1, 2, and 3, with the exceptions that t-butyl 5-chlorospiro[indoline-3,3′-pyrrolidine]-1′-carboxylate was used instead of t-butyl 5-bromospiro[indoline-3,3′-pyrrolidine]-1′-carboxylate, that 2-amino-5-fluorothiazole hydrochloride was used instead of 2-amino-5-chlorothiazole hydrochloride, and that methyl chloroformate was used instead of acetyl chloride. Reactants: C1(CC1)C(CC(=O)OC)C1=CC(=C(C=C1)OC)OCC1=NC(=C(C=C1)C1=C(C=CC(=C1)OC)F)CC(C)(C)C (methyl 3-cyclopropyl-3-(3-((6-(2,2-dimethylpropyl)-5-(2-fluoro-5-methoxyphenyl)pyridin-2-yl)methoxy)-4-methoxyphenyl)propanoate), [OH-].[Na+] (sodium hydroxide). The solvent is CO (methanol), C1CCOC1 (THF). Run at time 3 hour. The product is C1(CC1)C(CC(=O)O)C1=CC(=C(C=C1)OC)OCC1=NC(=C(C=C1)C1=C(C=CC(=C1)OC)F)CC(C)(C)C (3-cyclopropyl-3-(3-((6-(2,2-dimethylpropyl)-5-(2-fluoro-5-methoxyphenyl)pyridin-2-yl)methoxy)-4-methoxyphenyl)propanoic acid). Isolated yield 77.8%. RXN SMILES: [CH:1]1([CH:4]([C:10]2[CH:15]=[CH:14][C:13]([O:16][CH3:17])=[C:12]([O:18][CH2:19][C:20]3[CH:25]=[CH:24][C:23]([C:26]4[CH:31]=[C:30]([O:32][CH3:33])[CH:29]=[CH:28][C:27]=4[F:34])=[C:22]([CH2:35][C:36]([CH3:39])([CH3:38])[CH3:37])[N:21]=3)[CH:11]=2)[CH2:5][C:6]([O:8]C)=[O:7])[CH2:3][CH2:2]1.[OH-].[Na+]>CO.C1COCC1>[CH:1]1([CH:4]([C:10]2[CH:15]=[CH:14][C:13]([O:16][CH3:17])=[C:12]([O:18][CH2:19][C:20]3[CH:25]=[CH:24][C:23]([C:26]4[CH:31]=[C:30]([O:32][CH3:33])[CH:29]=[CH:28][C:27]=4[F:34])=[C:22]([CH2:35][C:36]([CH3:39])([CH3:38])[CH3:37])[N:21]=3)[CH:11]=2)[CH2:5][C:6]([OH:8])=[O:7])[CH2:3][CH2:2]1 |f:1.2|. Procedure details: To a solution of methyl 3-cyclopropyl-3-(3-((6-(2,2-dimethylpropyl)-5-(2-fluoro-5-methoxyphenyl)pyridin-2-yl)methoxy)-4-methoxyphenyl)propanoate (190 mg) in methanol (2.0 mL) and THF (4.0 mL) was added 1N aqueous sodium hydroxide solution (4.5 mL), and the mixture was stirred at room temperature for 3 hr. The reaction mixture was concentrated under reduced pressure, and 1N hydrochloric acid was added to the residue to adjust to pH<4. The reaction mixture was extracted with ethyl acetate, and the... The reactants are C1(=CC=CC=C1)C=1N=C2N(C3=C(C=C2)OCC3)C1 (7-Phenyl-1,2-dihydrofuro[2,3-e]imidazo[1,2-a]pyridine), CNC (dimethylamine), C=O (formalin). Run in O (water), C(C)#N (acetonitrile). Conditions: temperature 70 celsius, time 4 hour. Yields the product CN(CC1=C(N=C2N1C1=C(C=C2)OCC1)C1=CC=CC=C1)C (N,N-dimethyl-1-(7-phenyl-1,2-dihydrofuro[2,3-e]imidazo[1,2-a]pyridin-8-yl)methanamine). Isolated yield 45.8%. As a reaction SMILES: [C:1]1([C:7]2[N:8]=[C:9]3[CH:14]=[CH:13][C:12]4[O:15][CH2:16][CH2:17][C:11]=4[N:10]3[CH:18]=2)[CH:6]=[CH:5][CH:4]=[CH:3][CH:2]=1.[CH3:19][NH:20][CH3:21].[CH2:22]=O>O.C(#N)C>[CH3:19][N:20]([CH3:22])[CH2:21][C:18]1[N:10]2[C:11]3[CH2:17][CH2:16][O:15][C:12]=3[CH:13]=[CH:14][C:9]2=[N:8][C:7]=1[C:1]1[CH:2]=[CH:3][CH:4]=[CH:5][CH:6]=1. Reported procedure: 7-Phenyl-1,2-dihydrofuro[2,3-e]imidazo[1,2-a]pyridine (40 mg, 0.169 mol) was dissolved in a mixed solvent of water (400 μL) and acetonitrile (1 mL), 50% aqueous dimethylamine (15.1 mg) solution and 36% aqueous formalin (14.2 mg) solution were added, and the mixture was stirred at 70° C. for 4 hr. The solvent was evaporated under reduced pressure, and the residue was purified by silica gel column chromatography (ethyl acetate/hexane=80/20→100/0) to give the title compound (45 mg, 95%). The reactants are CCCCCCCCc1ccc(N)cc1, Cl, O=N[O-], [Na+], O, Oc1ccccc1. Yields the product CCCCCCCCc1ccc(N=Nc2ccc(O)cc2)cc1. Reaction SMILES: [CH2:1]([CH2:2][CH2:3][CH2:4][CH2:5][CH2:6][CH2:7][CH3:8])[c:9]1[cH:10][cH:11][c:12]([NH2:13])[cH:14][cH:15]1.[ClH:16].[N:17]([O-:18])=[O:19].[Na+:20].[OH2:28].[OH:21][c:22]1[cH:23][cH:24][cH:25][cH:26][cH:27]1>>[CH2:1]([CH2:2][CH2:3][CH2:4][CH2:5][CH2:6][CH2:7][CH3:8])[c:9]1[cH:10][cH:11][c:12]([N:13]=[N:17][c:25]2[cH:24][cH:23][c:22]([OH:21])[cH:27][cH:26]2)[cH:14][cH:15]1. The reactants are CC(=O)OC(=O)C (Ac2O), C(C)(C)(C)OC(NC1CCC(CC1)N)=O ((4-amino-cyclohexyl)-carbamic acid tert-butyl ester), TEA. Solvent: C(Cl)Cl (DCM). Conditions: time 3 hour. Product: C(C)(C)(C)OC(NC1CCC(CC1)NC(C)=O)=O ((4-acetylamino-cyclohexyl)-carbamic acid tert-butyl ester). RXN SMILES: [C:1]([O:5][C:6](=[O:15])[NH:7][CH:8]1[CH2:13][CH2:12][CH:11]([NH2:14])[CH2:10][CH2:9]1)([CH3:4])([CH3:3])[CH3:2].[CH3:16][C:17](OC(C)=O)=[O:18]>C(Cl)Cl>[C:1]([O:5][C:6](=[O:15])[NH:7][CH:8]1[CH2:9][CH2:10][CH:11]([NH:14][C:17](=[O:18])[CH3:16])[CH2:12][CH2:13]1)([CH3:4])([CH3:2])[CH3:3]. Procedure details: To a cooled suspension of (4-amino-cyclohexyl)-carbamic acid tert-butyl ester (15 g) in DCM (300 mL) was added Ac2O (10.8 mL) followed by TEA (2.19 mL), and the resulting mixture was stirred at RT for 3 h. The reaction mixture was then partitioned between DCM and water, and isopropyl amine was added to facilitate the separation. The organic layer was washed with dilute aqueous NaHCO3, dried over Na2SO4, filtered and evaporated under reduced pressure. The residue was triturated with Et2O, the sol...